From a dataset of the Open Reaction Database (ORD), a public repository of structured organic reaction records. describe an organic reaction: reactants, conditions, products, and yield Reactants: OCC=1N(C(N(N1)C)=O)CC1=C(C=CC(=C1)C1=CC=CC=C1)C (5-hydroxymethyl-2-methyl-4-(2-methyl-5-phenylbenzyl-)2,4-dihydro-3H-1,2,4-triazol-3-o ne). The reagents and catalysts are [O-2].[O-2].[Mn+4] (manganese dioxide). Run in C(Cl)(Cl)Cl (chloroform). Yields the product C(=O)C=1N(C(N(N1)C)=O)CC1=C(C=CC(=C1)C1=CC=CC=C1)C (5-formyl-2-methyl-4-(2-methyl-5-phenylbenzyl)-2,4-dihydro-3H-1,2,4-triazol-3-one). Isolated yield 66.5%. Reaction SMILES: [OH:1][CH2:2][C:3]1[N:4]([CH2:10][C:11]2[CH:16]=[C:15]([C:17]3[CH:22]=[CH:21][CH:20]=[CH:19][CH:18]=3)[CH:14]=[CH:13][C:12]=2[CH3:23])[C:5](=[O:9])[N:6]([CH3:8])[N:7]=1>C(Cl)(Cl)Cl.[O-2].[O-2].[Mn+4]>[CH:2]([C:3]1[N:4]([CH2:10][C:11]2[CH:16]=[C:15]([C:17]3[CH:22]=[CH:21][CH:20]=[CH:19][CH:18]=3)[CH:14]=[CH:13][C:12]=2[CH3:23])[C:5](=[O:9])[N:6]([CH3:8])[N:7]=1)=[O:1] |f:2.3.4|. Procedure details: 6.52 g (21.2 mmol) of 5-hydroxymethyl-2-methyl-4-(2-methyl-5-phenylbenzyl-)2,4-dihydro-3H-1,2,4-triazol-3-o ne and 14 g of active manganese dioxide were stirred for 6 hours in nitrogen atmosphere under reflux with heating in 63 ml of chloroform. The reaction solution was filtrated through celite, and the filtrate was concentrated. The residue was subjected to silica gel column chromatography (eluant:hexane:ethyl acetate=1:1), to obtain 4.32 g (14.1 mmol) of 5-formyl-2-methyl-4-(2-methyl-5-phenyl... Reactants: CCCCC1(CC(C)=O)CCc2c(cc(F)c(OC)c2Cl)C1=O, CCO, ClCCl, [K+], [OH-]. Yields the product CCCCC12CCc3c(cc(F)c(OC)c3Cl)C1=CC(=O)C2. RXN SMILES: [CH2:1]([CH2:2][CH2:3][CH3:4])[C:5]1([CH2:20][C:21]([CH3:22])=[O:23])[C:6](=[O:19])[c:7]2[cH:8][c:9]([F:18])[c:10]([O:16][CH3:17])[c:11]([Cl:15])[c:12]2[CH2:13][CH2:14]1.[CH3:26][CH2:27][OH:28].[Cl:29][CH2:30][Cl:31].[K+:25].[OH-:24]>>[CH2:1]([CH2:2][CH2:3][CH3:4])[C:5]12[C:6](=[CH:22][C:21](=[O:23])[CH2:20]1)[c:7]1[cH:8][c:9]([F:18])[c:10]([O:16][CH3:17])[c:11]([Cl:15])[c:12]1[CH2:13][CH2:14]2. Reactants: S1C=C(C=C1)C=1C(=NC=2N(C1)N=CC2)C2=CC=C(C=O)C=C2 (4-(6-thiophen-3-yl-pyrazolo[1,5-a]pyrimidin-5-yl)-benzaldehyde), CC1=NC(=NN1)N (5-methyl-1,2,4-triazol-3-amine). The product is CC1=NN2C(N=C(C(=C2)C2=CSC=C2)C2=CC=C(C=O)C=C2)=N1 (4-(2-methyl-6-thiophen-3-yl-[1,2,4]triazolo[1,5-a]pyrimidin-5-yl)-benzaldehyde). RXN SMILES: [S:1]1[CH:5]=[CH:4][C:3]([C:6]2[C:7]([C:15]3[CH:22]=[CH:21][C:18]([CH:19]=[O:20])=[CH:17][CH:16]=3)=[N:8][C:9]3[N:10]([N:12]=[CH:13][CH:14]=3)[CH:11]=2)=[CH:2]1.CC1NN=C(N)[N:25]=1>>[CH3:14][C:13]1[N:25]=[C:9]2[N:8]=[C:7]([C:15]3[CH:22]=[CH:21][C:18]([CH:19]=[O:20])=[CH:17][CH:16]=3)[C:6]([C:3]3[CH:4]=[CH:5][S:1][CH:2]=3)=[CH:11][N:10]2[N:12]=1. Procedure details: This compound was prepared in a manner according to 4-(6-thiophen-3-yl-pyrazolo[1,5-a]pyrimidin-5-yl)-benzaldehyde by using 5-methyl-1,2,4-triazol-3-amine in the first step. Starting materials: [N-]=[N+]=[N-].[Na+] (Sodium azide), C(C1=CC=CC=C1)OC[C@H]1N(C[C@H](C1)OS(=O)(=O)C1=CC=C(C=C1)C)C(=O)OC(C)(C)C (tert-Butyl (2S,4S)-2-[(benzyloxy)methyl]-4-[(4-methylphenyl)sulfonyl]oxypyrrolidine-1-carboxylate). The solvent is C(C)O (ethanol), CN(C=O)C (dimethylformamide). Conditions: temperature 80 celsius. Yields the product N(=[N+]=[N-])[C@@H]1C[C@H](N(C1)C(=O)OC(C)(C)C)COCC1=CC=CC=C1 (tert-butyl (2S,4R)-4-azido-2-[(benzyloxy)methyl]pyrrolidine-1-carboxylate). The yield is 99.0%. Reaction SMILES: [N-:1]=[N+:2]=[N-:3].[Na+].[CH2:5]([O:12][CH2:13][C@@H:14]1[CH2:18][C@H:17](OS(C2C=CC(C)=CC=2)(=O)=O)[CH2:16][N:15]1[C:30]([O:32][C:33]([CH3:36])([CH3:35])[CH3:34])=[O:31])[C:6]1[CH:11]=[CH:10][CH:9]=[CH:8][CH:7]=1>C(O)C.CN(C)C=O>[N:1]([C@H:17]1[CH2:16][N:15]([C:30]([O:32][C:33]([CH3:35])([CH3:34])[CH3:36])=[O:31])[C@H:14]([CH2:13][O:12][CH2:5][C:6]2[CH:7]=[CH:8][CH:9]=[CH:10][CH:11]=2)[CH2:18]1)=[N+:2]=[N-:3] |f:0.1|. Procedure: Sodium azide (0.32 g) was added to a solution of tert-Butyl (2S,4S)-2-[(benzyloxy)methyl]-4-[(4-methylphenyl)sulfonyl]oxypyrrolidine-1-carboxylate (1.15 g) [see Preparation 32] in ethanol (20 ml) and dimethylformamide (5 ml). The reaction mixture was heated to 80° C. for 4 hours, after which time the cooled mixture was partitioned between diethyl ether and water. The organic layer was separated and the aqueous extracted twice with diethyl ether, the combined organic layers were dried over magnes...